From a dataset of the Open Reaction Database (ORD), a public repository of structured organic reaction records. describe an organic reaction: reactants, conditions, products, and yield Reactants: COC(=O)c1ccccc1NC(=O)C(C)c1ccc(OC)cc1, C[Si](C)(C)[N-][Si](C)(C)C, CCCCCC, CCOC(C)=O, [Li+]. Yields the product COc1ccc(C2(C)C(=O)Nc3ccccc3C2=O)cc1. RXN SMILES: [CH3:1][O:2][C:3]([c:4]1[c:5]([NH:10][C:11]([CH:12]([CH3:13])[c:14]2[cH:15][cH:16][c:17]([O:20][CH3:21])[cH:18][cH:19]2)=[O:22])[cH:6][cH:7][cH:8][cH:9]1)=[O:23].[CH3:25][Si:26]([N-:27][Si:28]([CH3:29])([CH3:30])[CH3:31])([CH3:32])[CH3:33].[CH3:34][CH2:35][CH2:36][CH2:37][CH2:38][CH3:39].[CH3:40][CH2:41][O:42][C:43]([CH3:44])=[O:45].[Li+:24]>>[C:3]1(=[O:23])[c:4]2[c:5]([cH:6][cH:7][cH:8][cH:9]2)[NH:10][C:11](=[O:22])[C:12]1([CH3:13])[c:14]1[cH:15][cH:16][c:17]([O:20][CH3:21])[cH:18][cH:19]1.